From a dataset of the Open Reaction Database (ORD), a public repository of structured organic reaction records. describe an organic reaction: reactants, conditions, products, and yield The reactants are ClC1=C(C=CC=C1)C (o-chlorotoluene), C(C)(=O)O (acetic acid), C(C)(=O)O (acetic acid). The reagents and catalysts are O.O.O.O.C(C)(=O)[O-].[Co+2].C(C)(=O)[O-] (cobalt acetate tetrahydrate), [Br-].[Na+] (sodium bromide). Run at temperature 25 celsius. Product: ClC1=C(C(=O)O)C=CC=C1 (o-chlorobenzoic acid). Isolated yield 85.8%. As a reaction SMILES: [Cl:1][C:2]1C=[CH:6][CH:5]=[CH:4][C:3]=1C.[C:9]([OH:12])(=[O:11])[CH3:10]>O.O.O.O.C([O-])(=O)C.[Co+2].C([O-])(=O)C.[Br-].[Na+]>[Cl:1][C:2]1[CH:3]=[CH:4][CH:5]=[CH:6][C:10]=1[C:9]([OH:12])=[O:11] |f:2.3.4.5.6.7.8,9.10|. Procedure: Analogously to Example 1, 300 g of o-chlorotoluene was oxidized in the presence of 100 g of acetic acid, 3 g of cobalt acetate tetrahydrate and 1.5 g of sodium bromide at a pressure of 25 bar, a temperature of 110°-130° C., and a gas exhaust rate of 3 1/min. After the oxidation had ended, 450 g of 50% acetic acid was added, the mixture was cooled to 25° C. and filtered, and the filter cake was washed with 750 g of 50% acetic acid, the mother liquor (314.5 g) and washing filtrates (693.5 g) being...